From a dataset of the Open Reaction Database (ORD), a public repository of structured organic reaction records. describe an organic reaction: reactants, conditions, products, and yield The reactants are Cl.Cl.Cl.N1N=CC2=CC(=CC=C12)NC=1C2=C(N=CN1)NC(=C2)C=2CCNCC2 ((1H-indazol-5-yl)-[6-(1,2,3,6-tetrahydropyridin-4-yl)-7H-pyrrolo[2,3-d]pyrimidin-4-yl]amine tri-HCl), NC1=NC=CC=C1 (2-aminopyridine), N1(C=NC=C1)C(=O)N1C=NC=C1 (diimidazol-1-ylmethanone), CCN(C(C)C)C(C)C (i-Pr2NEt). The solvent is CN(C)C=O (DMF). Reaction conditions: time 3 hour. Product: N1=C(C=CC=C1)C1N(CC=C(C1)C1=CC2=C(N=CN=C2NC=2C=C3C=NNC3=CC2)N1)CC(=O)N (2-Pyridinyl 4-[4-(1H-indazol-5-ylamino)-7H-pyrrolo-[2,3-d]pyrimidin-6-yl]-3,6-dihydro-2H-pyridine-1-carboxyamide). Reaction SMILES: N[C:2]1[CH:7]=[CH:6][CH:5]=[CH:4][N:3]=1.[N:8]1([C:13](N2C=CN=C2)=[O:14])C=CN=C1.[CH3:20]CN(C(C)C)C(C)C.Cl.Cl.Cl.[NH:32]1[C:40]2[C:35](=[CH:36][C:37]([NH:41][C:42]3[C:43]4[CH:50]=[C:49]([C:51]5[CH2:52][CH2:53][NH:54][CH2:55][CH:56]=5)[NH:48][C:44]=4[N:45]=[CH:46][N:47]=3)=[CH:38][CH:39]=2)[CH:34]=[N:33]1>CN(C=O)C>[N:3]1[CH:4]=[CH:5][CH:6]=[CH:7][C:2]=1[CH:53]1[CH2:52][C:51]([C:49]2[NH:48][C:44]3[N:45]=[CH:46][N:47]=[C:42]([NH:41][C:37]4[CH:36]=[C:35]5[C:40](=[CH:39][CH:38]=4)[NH:32][N:33]=[CH:34]5)[C:43]=3[CH:50]=2)=[CH:56][CH2:55][N:54]1[CH2:20][C:13]([NH2:8])=[O:14] |f:3.4.5.6|. Reported procedure: A solution of 2-aminopyridine (22.6 mg, 0.24 mmol) and diimidazol-1-ylmethanone (CDI, 39 mg, 0.24 mmol) in DMF (0.75 mL) was stirred at 50° C. for 1 h. After cooling to rt, i-Pr2NEt (0.14 mL, 0.8 mmol) was added, followed by (1H-indazol-5-yl)-[6-(1,2,3,6-tetrahydropyridin-4-yl)-7H-pyrrolo[2,3-d]pyrimidin-4-yl]amine tri-HCl (88.1 mg, 0.2 mmol). The mixture was stirred at rt for 2 h and 50° C. for 3 h. The resulting mixture was filtered and submitted to mass-directed HPLC purification to yield the...